This data is from the Open Reaction Database (ORD), a public repository of structured organic reaction records. The task is: describe an organic reaction: reactants, conditions, products, and yield The reactants are COC(=O)C1CC(S(C)(=O)=O)CN1c1cc(C)nn1-c1ccc(C(F)(F)F)cc1, [Li+], [OH-]. Yields the product Cc1cc(N2CC(S(C)(=O)=O)CC2C(=O)O)n(-c2ccc(C(F)(F)F)cc2)n1. Reaction SMILES: [CH3:1][O:2][C:3](=[O:4])[CH:5]1[N:6]([c:14]2[n:15](-[c:20]3[cH:21][cH:22][c:23]([C:26]([F:27])([F:28])[F:29])[cH:24][cH:25]3)[n:16][c:17]([CH3:19])[cH:18]2)[CH2:7][CH:8]([S:10](=[O:11])(=[O:12])[CH3:13])[CH2:9]1.[Li+:30].[OH-:31]>>[O:2]=[C:3]([OH:4])[CH:5]1[N:6]([c:14]2[n:15](-[c:20]3[cH:21][cH:22][c:23]([C:26]([F:27])([F:28])[F:29])[cH:24][cH:25]3)[n:16][c:17]([CH3:19])[cH:18]2)[CH2:7][CH:8]([S:10](=[O:11])(=[O:12])[CH3:13])[CH2:9]1.